From a dataset of the Open Reaction Database (ORD), a public repository of structured organic reaction records. describe an organic reaction: reactants, conditions, products, and yield As a reaction SMILES: [CH3:1][S:2]([OH:3])(=[O:4])=[O:5].[CH3:30][CH2:31][O:32][C:33](=[O:34])[CH3:35].[F:6][c:7]1[cH:8][cH:9][c:10]([CH2:11][O:12][c:13]2[c:14]3[c:15]([n:16][cH:17][cH:18]2)[c:19]([CH3:27])[c:20]([CH3:26])[n:21]3[CH2:22][CH2:23][O:24][CH3:25])[cH:28][cH:29]1>>[CH3:1][S:2](=[O:3])(=[O:4])[OH:5].[F:6][c:7]1[cH:8][cH:9][c:10]([CH2:11][O:12][c:13]2[c:14]3[c:15]([n:16][cH:17][cH:18]2)[c:19]([CH3:27])[c:20]([CH3:26])[n:21]3[CH2:22][CH2:23][O:24][CH3:25])[cH:28][cH:29]1. Product: CS(=O)(=O)O, COCCn1c(C)c(C)c2nccc(OCc3ccc(F)cc3)c21. The reactants are CS(=O)(=O)O, CCOC(C)=O, COCCn1c(C)c(C)c2nccc(OCc3ccc(F)cc3)c21. Starting materials: N1(CCCCC1)C1=C(C=CC=C1)C(CCC)C(C1=CC=C(C=O)C=C1)C(=O)N (4-[(1-(2-piperidino-phenyl)-1-butyl)-aminocarbonylmethyl]-benzaldehyde), C(C)OP(=O)(OCC)CC(=O)OCC (ethyl diethylphosphonoacetate), [H-].[Na+] (sodium hydride). Run in CN(C=O)C (dimethylformamide), CN(C=O)C (dimethylformamide), CN(C=O)C (dimethylformamide). Run at time 15 minute. The product is N1(CCCCC1)C1=C(C=CC=C1)C(CCC)C(C1=CC=C(C=CC(=O)OCC)C=C1)C(=O)N (Ethyl 4-[(1-(2-Piperidino-phenyl)-1-butyl)-aminocarbonylmethyl]-cinnamate). RXN SMILES: C(OP([CH2:9][C:10]([O:12][CH2:13][CH3:14])=[O:11])(OCC)=O)C.[H-].[Na+].[N:17]1([C:23]2[CH:28]=[CH:27][CH:26]=[CH:25][C:24]=2[CH:29]([CH:33]([C:42]([NH2:44])=[O:43])[C:34]2[CH:41]=[CH:40][C:37]([CH:38]=O)=[CH:36][CH:35]=2)[CH2:30][CH2:31][CH3:32])[CH2:22][CH2:21][CH2:20][CH2:19][CH2:18]1>CN(C)C=O>[N:17]1([C:23]2[CH:28]=[CH:27][CH:26]=[CH:25][C:24]=2[CH:29]([CH:33]([C:42]([NH2:44])=[O:43])[C:34]2[CH:35]=[CH:36][C:37]([CH:38]=[CH:9][C:10]([O:12][CH2:13][CH3:14])=[O:11])=[CH:40][CH:41]=2)[CH2:30][CH2:31][CH3:32])[CH2:22][CH2:21][CH2:20][CH2:19][CH2:18]1 |f:1.2|. Procedure details: A solution of 2.80 gm (12.5 m mol) of ethyl diethylphosphonoacetate in 10 ml of absolute dimethylformamide was added dropwise, at ambient temperature, to 0.60 gm (12.5 m mol) of sodium hydride (50% in oil) in 15 ml of absolute dimethylformamide. The mixture was stirred for 15 minutes (until the development of gas ceased), and then a solution of 2.4 gm (6.34 m mol) of 4-[(1-(2-piperidino-phenyl)-1-butyl)-aminocarbonylmethyl]-benzaldehyde in 10 ml of absolute dimethylformamide was added thereto dr...